From a dataset of the Open Reaction Database (ORD), a public repository of structured organic reaction records. describe an organic reaction: reactants, conditions, products, and yield Starting materials: O[C@H]1[C@@](CC2=CC=CC=C12)(C=1CC2=CC=CC=C2C1)CC1=CC=C(C(=O)OCCC)C=C1 (propyl 4-(((1S,2S)-1-hydroxy-2,3-dihydro-1H,1′H-[2,2′-biinden]-2-yl)methyl)benzoate), C1CCC(CC1)N=C=NC2CCCCC2 (DCC), C(=O)(OCC1C2=CC=CC=C2C2=CC=CC=C12)N[C@@H](CC(C)C)C(=O)O (Fmoc leucine). Reagents/catalysts: CN(C)C=1C=CN=CC1 (DMAP). Solvent: C(C)(=O)OCC (ethyl acetate). Run at time 12 hour. Product: N[C@H](C(=O)O[C@H]1[C@@](CC2=CC=CC=C12)(C=1CC2=CC=CC=C2C1)CC1=CC=C(C(=O)OCCC)C=C1)CC(C)C (propyl 4-(((1S,2S)-1-(((S)-2-amino-4-methylpentanoyl)oxy)-2,3-dihydro-1H,1′H-[2,2′-biinden]-2-yl)methyl)benzoate). Yield: 53.1%. Reaction SMILES: [OH:1][C@@H:2]1[C:10]2[C:5](=[CH:6][CH:7]=[CH:8][CH:9]=2)[CH2:4][C@@:3]1([CH2:20][C:21]1[CH:32]=[CH:31][C:24]([C:25]([O:27][CH2:28][CH2:29][CH3:30])=[O:26])=[CH:23][CH:22]=1)[C:11]1[CH2:12][C:13]2[C:18]([CH:19]=1)=[CH:17][CH:16]=[CH:15][CH:14]=2.C1CCC(N=C=NC2CCCCC2)CC1.C([NH:65][C@H:66]([C:71](O)=[O:72])[CH2:67][CH:68]([CH3:70])[CH3:69])(OCC1C2C(=CC=CC=2)C2C1=CC=CC=2)=O>CN(C1C=CN=CC=1)C.C(OCC)(=O)C>[NH2:65][C@@H:66]([CH2:67][CH:68]([CH3:70])[CH3:69])[C:71]([O:1][C@@H:2]1[C:10]2[C:5](=[CH:6][CH:7]=[CH:8][CH:9]=2)[CH2:4][C@@:3]1([CH2:20][C:21]1[CH:32]=[CH:31][C:24]([C:25]([O:27][CH2:28][CH2:29][CH3:30])=[O:26])=[CH:23][CH:22]=1)[C:11]1[CH2:12][C:13]2[C:18]([CH:19]=1)=[CH:17][CH:16]=[CH:15][CH:14]=2)=[O:72]. Reported procedure: To a solution of propyl 4-(((1S,2S)-1-hydroxy-2,3-dihydro-1H,1′H-[2,2′-biinden]-2-yl)methyl)benzoate (19, 180 mg, 0.42 mmol), DCC (105 mg, 0.50 mmol) and DMAP (6 mg, 0.042 mmol) in ethyl acetate (10 mL), was added Fmoc leucine (148 mg, 0.42 mmol) and then stirred at room temperature for 12 h. The solids were filtered, washed with ethyl acetate (25 ml) and the combined filtrate was washed with 1.5 N HCl (25 mL), water (25 mL), brine (10 mL), dried over anhydrous Na2SO4. The organic layer was evap...